This data is from the Open Reaction Database (ORD), a public repository of structured organic reaction records. The task is: describe an organic reaction: reactants, conditions, products, and yield Reactants: S1C=CC2=C1SCC(C2)C(=O)O (5,6-dihydro-4H-thieno[2,3-b]- thiopyran-5-carboxylic acid), C1(=CC=CC=C1)P(=O)(C1=CC=CC=C1)N=[N+]=[N-] (diphenylphosphoryl azide), C(C)(C)(C)OC(=O)NC1CC2=C(SC1)SC=C2 (N-t-butoxycarbonyl-5,6-dihydro-4H-thieno[2,3-b]-thiopyran-5-amine), C(C)(C)(C)OC(=O)NC1CC2=C(SC1)SC(=C2)C(C)(C)C (N-t-butoxycarbonyl-2-t-butyl-5,6-dihydro-4H-thieno-[2,3-b]thiopyran-5-amine), FC(C(=O)O)(F)F (trifluoroacetic acid). Solvent: C(C)(C)(C)O (t-butanol), C(C)N(CC)CC (triethylamine). Run at time 3 day. Yields the product C(C)(C)(C)C1=CC2=C(SCC(C2)N(CCC)CCC)S1 (2-t-butyl-N,N-dipropyl-5,6-dihydro-4H-thieno[2,3-b]thiopyran-5-amine), C(CC)N(C1CC2=C(SC1)SC=C2)CCC (N,N-dipropyl-5,6-dihydro-4H-thieno[2,3-b]thiopyran-5-amine). RXN SMILES: S1C2SCC(C(O)=O)C[C:4]=2[CH:3]=[CH:2]1.[C:13]1(P(N=[N+]=[N-])(C2C=CC=CC=2)=O)C=CC=C[CH:14]=1.C(O[C:35]([NH:37][CH:38]1[CH2:43][S:42][C:41]2[S:44][CH:45]=[CH:46][C:40]=2[CH2:39]1)=O)(C)(C)C.[C:47](O[C:52]([NH:54][CH:55]1[CH2:60][S:59][C:58]2[S:61][C:62]([C:64]([CH3:67])([CH3:66])[CH3:65])=[CH:63][C:57]=2[CH2:56]1)=O)(C)([CH3:49])[CH3:48].F[C:69](F)(F)[C:70](O)=O>C(O)(C)(C)C.C(N(CC)CC)C>[C:64]([C:62]1[S:61][C:58]2[S:59][CH2:60][CH:55]([N:54]([CH2:52][CH2:13][CH3:14])[CH2:2][CH2:3][CH3:4])[CH2:56][C:57]=2[CH:63]=1)([CH3:65])([CH3:66])[CH3:67].[CH2:48]([N:37]([CH2:35][CH2:69][CH3:70])[CH:38]1[CH2:43][S:42][C:41]2[S:44][CH:45]=[CH:46][C:40]=2[CH2:39]1)[CH2:47][CH3:49]. Procedure details: A mixture of 9.15 g of 5,6-dihydro-4H-thieno[2,3-b]- thiopyran-5-carboxylic acid, 10 ml of diphenylphosphoryl azide and 6.5 ml of triethylamine in 200 ml of t-butanol is refluxed for 5 hours. After removal of the solvent in vacuo the residue is dissolved in ether and washed with 1N sodium hydroxide. After drying over magnesium sulfate the solvent is removed in vacuo to yield a mixture of N-t-butoxycarbonyl-5,6-dihydro-4H-thieno[2,3-b]-thiopyran-5-amine and N-t-butoxycarbonyl-2-t-butyl-5,6-dihydr... The reactants are [BH4-].[Na+] (Sodium borohydride), FC1=CC=C(CCN2CCC(CC2)N2CCC3=CC=C(C=C23)C(C)=O)C=C1 (1-[1-(4-fluorophenethyl)piperidin-4-yl]-6-acetylindoline), resultant mixture, C(C)(=O)OCC (ethyl acetate), O (water). The solvent is C(C)O (ethanol). The product is FC1=CC=C(CCN2CCC(CC2)N2CCC3=CC=C(C=C23)C(C)O)C=C1 (1-[1-(4-fluorophenethyl)piperdin-4-yl]-6-(1-hydroxyethyl)indoline). The yield is 87.8%. Reaction SMILES: [BH4-].[Na+].[F:3][C:4]1[CH:29]=[CH:28][C:7]([CH2:8][CH2:9][N:10]2[CH2:15][CH2:14][CH:13]([N:16]3[C:24]4[C:19](=[CH:20][CH:21]=[C:22]([C:25](=[O:27])[CH3:26])[CH:23]=4)[CH2:18][CH2:17]3)[CH2:12][CH2:11]2)=[CH:6][CH:5]=1.C(OCC)(=O)C.O>C(O)C>[F:3][C:4]1[CH:29]=[CH:28][C:7]([CH2:8][CH2:9][N:10]2[CH2:11][CH2:12][CH:13]([N:16]3[C:24]4[C:19](=[CH:20][CH:21]=[C:22]([CH:25]([OH:27])[CH3:26])[CH:23]=4)[CH2:18][CH2:17]3)[CH2:14][CH2:15]2)=[CH:6][CH:5]=1 |f:0.1|. Procedure details: Sodium borohydride (0.03 g) was added to a solution (5 ml) of 1-[1-(4-fluorophenethyl)piperidin-4-yl]-6-acetylindoline (0.17 g) in ethanol and the resultant mixture was stirred at room temperature overnight. Then ethyl acetate and water were added to the reaction solution and the layers were separated. The organic layer was washed with brine and dried over anhydrous magnesium sulfate. Then the residue was purified by silica gel column chromatography (hexane/ethyl acetate system) to give the titl... The reactants are [N+](=O)([O-])C=1C=CC(=NC1)S (5-nitro-pyridine-2-thiol), CC(=O)C (acetone), C([O-])([O-])=O.[K+].[K+] (potassium carbonate), 3-bromopropine-1. The product is C(C#C)SC1=NC=C(C=C1)[N+](=O)[O-] (2-propargylthio-5-nitropyridine). RXN SMILES: [N+:1]([C:4]1[CH:5]=[CH:6][C:7]([SH:10])=[N:8][CH:9]=1)([O-:3])=[O:2].C(=O)([O-])[O-].[K+].[K+].[CH3:17][C:18]([CH3:20])=O>>[CH2:20]([S:10][C:7]1[CH:6]=[CH:5][C:4]([N+:1]([O-:3])=[O:2])=[CH:9][N:8]=1)[C:18]#[CH:17] |f:1.2.3|. Procedure details: 7 g of 5-nitro-pyridine-2-thiol are suspended in acetone, and 5 g of potassium carbonate are added. There are then added 6 g of 3-bromopropine-1, and, after the exothermic reaction has finished, the reaction mixture is refluxed for about 30 minutes. The solution obtained is poured onto ice, and the precipitate occurring is filtered off. The crude product is purified by recrystallisation from methanol to yield 2-propargylthio-5-nitropyridine, m.p. 98°-99.5° C. Starting materials: C(C)(C)(C)C=1OC=2C(N1)=C(C=CC2)C(=O)OC (Methyl 2-t-butyl-4-benzoxazole carboxylate), N (ammonia). The solvent is CO (methanol). Reaction conditions: temperature 40 celsius, time 6 hour. Yields the product C(C)(C)(C)C=1OC=2C(N1)=C(C=CC2)C(=O)N (2-t-Butylbenzoxazole-4-carboxamide). As a reaction SMILES: [C:1]([C:5]1[O:6][C:7]2[C:8](=[C:10]([C:14]([O:16]C)=O)[CH:11]=[CH:12][CH:13]=2)[N:9]=1)([CH3:4])([CH3:3])[CH3:2].[NH3:18]>CO>[C:1]([C:5]1[O:6][C:7]2[C:8](=[C:10]([C:14]([NH2:18])=[O:16])[CH:11]=[CH:12][CH:13]=2)[N:9]=1)([CH3:4])([CH3:3])[CH3:2]. Reported procedure: Methyl 2-t-butyl-4-benzoxazole carboxylate (0.1 g; 0.46 mmol) was dissolved in methanol (5 ml), and to this was added aqueous ammonia (5 ml). The mixture was warmed to 40° C. and left to stir for 6 hours at ambient temperature. Once the reaction was complete the solvent was removed under reduced pressure and the product was recrystallised from boiling ethyl acetate and petrol (73%). Run in C1CCOC1 (THF). As a reaction SMILES: [F:1][CH2:2][C@@H:3]1[C@@H:7]([C:8]2[CH:13]=[CH:12][C:11]([C:14]#[C:15][Si](C)(C)C)=[CH:10][CH:9]=2)[O:6][C:5]([CH3:21])([CH3:20])[N:4]1[C:22]([O:24][C:25]([CH3:28])([CH3:27])[CH3:26])=[O:23].C(=O)=O.CC(C)=O.[F-].C([N+](CCCC)(CCCC)CCCC)CCC>C1COCC1>[C:14]([C:11]1[CH:10]=[CH:9][C:8]([C@H:7]2[O:6][C:5]([CH3:21])([CH3:20])[N:4]([C:22]([O:24][C:25]([CH3:28])([CH3:27])[CH3:26])=[O:23])[C@@H:3]2[CH2:2][F:1])=[CH:13][CH:12]=1)#[CH:15] |f:1.2,3.4|. Procedure details: To a THF (20 ml) solution of (4S,5R)-tert-butyl 4-(fluoromethyl)-2,2-dimethyl-5-(4-((trimethylsilyl)ethynyl)phenyl)oxazolidine-3-carboxylate (1.65 g, 4.1 mmol) that had been cooled to −78° C. (dry ice/acetone) is added tetra-n-butyl-ammonium fluoride (5 ml of 1M solution in tetrahydrofuran, 5 mmol). The reaction is stirred at −78° C. for 1 hour. The reaction mixture is quenched (while at −78° C.) by the addition of of saturated aqueous ammonium chloride solution (2 ml). The reaction mixture is w... The yield is 98.8%. Run at temperature -78 celsius, time 1 hour. The product is C(#C)C1=CC=C(C=C1)[C@@H]1[C@H](N(C(O1)(C)C)C(=O)OC(C)(C)C)CF ((4S,5R)-tert-butyl 5-(4-ethynylphenyl)-4-(fluoromethyl)-2,2-dimethyloxazolidine-3-carboxylate). The reactants are FC[C@H]1N(C(O[C@@H]1C1=CC=C(C=C1)C#C[Si](C)(C)C)(C)C)C(=O)OC(C)(C)C ((4S,5R)-tert-butyl 4-(fluoromethyl)-2,2-dimethyl-5-(4-((trimethylsilyl)ethynyl)phenyl)oxazolidine-3-carboxylate), C(=O)=O.CC(=O)C (dry ice acetone), [F-].C(CCC)[N+](CCCC)(CCCC)CCCC (tetra-n-butyl-ammonium fluoride). Reactants: [H-].[Na+] (Sodium hydride), C(CC(=O)OCC)(=O)OCC1=CC=CC=C1 (benzyl ethyl malonate), FC1=C(C=CC(=C1)F)[N+](=O)[O-] (2,4-difluoro-1-nitrobenzene). Solvent: CN(C)C=O (DMF). Conditions: temperature 10 celsius, time 10 minute. Yields the product FC=1C=C(C=CC1[N+](=O)[O-])C(C(=O)OCC)C(=O)OCC1=CC=CC=C1 (Ethyl phenylmethyl (3-fluoro-4-nitrophenyl)propanedioate). Yield: 7.3%. As a reaction SMILES: [H-].[Na+].[C:3]([O:11][CH2:12][C:13]1[CH:18]=[CH:17][CH:16]=[CH:15][CH:14]=1)(=[O:10])[CH2:4][C:5]([O:7][CH2:8][CH3:9])=[O:6].[F:19][C:20]1[CH:25]=[C:24](F)[CH:23]=[CH:22][C:21]=1[N+:27]([O-:29])=[O:28]>CN(C=O)C>[F:19][C:20]1[CH:25]=[C:24]([CH:4]([C:3]([O:11][CH2:12][C:13]2[CH:14]=[CH:15][CH:16]=[CH:17][CH:18]=2)=[O:10])[C:5]([O:7][CH2:8][CH3:9])=[O:6])[CH:23]=[CH:22][C:21]=1[N+:27]([O-:29])=[O:28] |f:0.1|. Procedure details: Sodium hydride (17.8 g, 445 mmol) was added portionwise to a solution of benzyl ethyl malonate (98.9, 445 mmol) in dry DMF (280 ml) and stirred for 10 minutes. Cooled to 10° C. over 30 minutes. 2,4-difluoro-1-nitrobenzene (48.9 ml, 445 mmol) was added and stirred at room temperature for 16 hours. The reaction mixture was quenched with 2N hydrochloric acid (150 ml) to pH 3-4 then extracted ×2 with ether. The combined organics washed with 2× water and brine, dried over magnesium sulphate and evapo... Starting materials: OC1=CC2=C(N=C(O2)N2CCC(CC2)OC[C@H](C)NC(OC(C)(C)C)=O)C=C1 (tert-butyl [(1S)-2-{[1-(6-hydroxy-1,3-benzoxazol-2-yl)piperidin-4-yl]oxy}-1-methylethyl]carbamate), C([O-])([O-])=O.[K+].[K+] (potassium carbonate), ICC(C)C (1-iodo-2-methylpropane). Solvent: CN(C)C=O (DMF), C(C)(=O)OCC (ethyl acetate). Run at time 15 hour. Product: C[C@@H](COC1CCN(CC1)C=1OC2=C(N1)C=CC(=C2)OCC(C)C)NC(OC(C)(C)C)=O (tert-butyl [(1S)-1-methyl-2-({1-[6-(2-methylpropoxy)-1,3-benzoxazol-2-yl]piperidin-4-yl}oxy)ethyl]carbamate). Yield: 56.6%. Reaction SMILES: [OH:1][C:2]1[CH:28]=[CH:27][C:5]2[N:6]=[C:7]([N:9]3[CH2:14][CH2:13][CH:12]([O:15][CH2:16][C@@H:17]([NH:19][C:20](=[O:26])[O:21][C:22]([CH3:25])([CH3:24])[CH3:23])[CH3:18])[CH2:11][CH2:10]3)[O:8][C:4]=2[CH:3]=1.C(=O)([O-])[O-].[K+].[K+].I[CH2:36][CH:37]([CH3:39])[CH3:38]>CN(C=O)C.C(OCC)(=O)C>[CH3:18][C@H:17]([NH:19][C:20](=[O:26])[O:21][C:22]([CH3:24])([CH3:23])[CH3:25])[CH2:16][O:15][CH:12]1[CH2:11][CH2:10][N:9]([C:7]2[O:8][C:4]3[CH:3]=[C:2]([O:1][CH2:36][CH:37]([CH3:39])[CH3:38])[CH:28]=[CH:27][C:5]=3[N:6]=2)[CH2:14][CH2:13]1 |f:1.2.3|. Procedure: To a solution of tert-butyl [(1S)-2-{[1-(6-hydroxy-1,3-benzoxazol-2-yl)piperidin-4-yl]oxy}-1-methylethyl]carbamate (150 mg) in DMF (5 mL) were added potassium carbonate (210 mg) and 1-iodo-2-methylpropane (190 mg), and the mixture was stirred at room temperature for 15 hr. The reaction mixture was diluted with ethyl acetate, washed with saturated brine, and dried over anhydrous magnesium sulfate. The solvent was evaporated under reduced pressure, and the obtained residue was purified by silica g...